This data is from the Open Reaction Database (ORD), a public repository of structured organic reaction records. The task is: describe an organic reaction: reactants, conditions, products, and yield Product: O=C(c1ccc(N2CCN(S(=O)(=O)c3cccs3)CC2)cc1)C(F)(F)F. The reactants are CC#N, CCN(C(C)C)C(C)C, Cl, O=C(c1ccc(F)cc1)C(F)(F)F, O=S(=O)(c1cccs1)N1CCNCC1. As a reaction SMILES: [CH3:38][C:39]#[N:40].[CH:14]([N:15]([CH2:16][CH3:17])[CH:18]([CH3:19])[CH3:20])([CH3:21])[CH3:22].[ClH:23].[F:1][C:2]([C:3](=[O:4])[c:5]1[cH:6][cH:7][c:8]([F:11])[cH:9][cH:10]1)([F:12])[F:13].[s:24]1[c:25]([S:29](=[O:30])(=[O:31])[N:32]2[CH2:33][CH2:34][NH:35][CH2:36][CH2:37]2)[cH:26][cH:27][cH:28]1>>[F:1][C:2]([C:3](=[O:4])[c:5]1[cH:6][cH:7][c:8]([N:35]2[CH2:34][CH2:33][N:32]([S:29]([c:25]3[s:24][cH:28][cH:27][cH:26]3)(=[O:30])=[O:31])[CH2:37][CH2:36]2)[cH:9][cH:10]1)([F:12])[F:13]. Starting materials: CC1CCCC1=O, COc1ccc(C=O)cc1, [K+], [OH-], O. Yields the product COc1ccc(C=C2CCC(C)C2=O)cc1. As a reaction SMILES: [CH3:13][CH:14]1[C:15](=[O:19])[CH2:16][CH2:17][CH2:18]1.[CH:3]([c:4]1[cH:5][cH:6][c:7]([O:10][CH3:11])[cH:8][cH:9]1)=[O:12].[K+:2].[OH-:1].[OH2:20]>>[CH:3]([c:4]1[cH:5][cH:6][c:7]([O:10][CH3:11])[cH:8][cH:9]1)=[C:16]1[C:15](=[O:19])[CH:14]([CH3:13])[CH2:18][CH2:17]1. The reactants are CC(C)(C)P(c1ccccc1-c1ccccc1)C(C)(C)C, CC(=O)[O-], CC(=O)[O-], C1COCCO1, CC(C)(C)[O-], Cc1c(Cl)ncnc1SC1CCN(C(=O)OC(C)C)CC1, CS(=O)(=O)c1ccc(N)c(F)c1, [Na+], [Pd+2]. Product: Cc1c(Nc2ccc(S(C)(=O)=O)cc2F)ncnc1SC1CCN(C(=O)OC(C)C)CC1. RXN SMILES: [C:34]([P:35]([C:36]([CH3:37])([CH3:38])[CH3:39])[c:40]1[cH:41][cH:42][cH:43][cH:44][c:45]1-[c:46]1[cH:47][cH:48][cH:49][cH:50][cH:51]1)([CH3:52])([CH3:53])[CH3:54].[C:67]([O-:68])(=[O:69])[CH3:70].[C:72]([O-:73])(=[O:74])[CH3:75].[CH2:61]1[O:62][CH2:63][CH2:64][O:65][CH2:66]1.[CH3:55][C:56]([CH3:57])([O-:58])[CH3:59].[CH:1]([CH3:2])([CH3:3])[O:4][C:5](=[O:6])[N:7]1[CH2:8][CH2:9][CH:10]([S:13][c:14]2[n:15][cH:16][n:17][c:18]([Cl:21])[c:19]2[CH3:20])[CH2:11][CH2:12]1.[F:22][c:23]1[c:24]([NH2:33])[cH:25][cH:26][c:27]([S:29](=[O:30])(=[O:31])[CH3:32])[cH:28]1.[Na+:60].[Pd+2:71]>>[CH:1]([CH3:2])([CH3:3])[O:4][C:5](=[O:6])[N:7]1[CH2:8][CH2:9][CH:10]([S:13][c:14]2[n:15][cH:16][n:17][c:18]([NH:33][c:24]3[c:23]([F:22])[cH:28][c:27]([S:29](=[O:30])(=[O:31])[CH3:32])[cH:26][cH:25]3)[c:19]2[CH3:20])[CH2:11][CH2:12]1. Reactants: C(C)(=O)[O-].[K+] (Potassium acetate), ClC1=CC=2C=3N(CCOC2C=N1)C=C(N3)C3=NC=NN3C(C)C (10-Chloro-2-(1-isopropyl-1H-1,2,4-triazol-5-yl)-5,6-dihydroimidazo[1,2-d]pyrido[4,3-f][1,4]oxazepine), C(C)#N (Acetonitrile), FC1=NC=C(C=C1)B(O)O (2-Fluoropyridine-5-boronic acid), O (Water). Reagents/catalysts: C=1C=CC(=CC1)[P](C=2C=CC=CC2)(C=3C=CC=CC3)[Pd]([P](C=4C=CC=CC4)(C=5C=CC=CC5)C=6C=CC=CC6)([P](C=7C=CC=CC7)(C=8C=CC=CC8)C=9C=CC=CC9)[P](C=1C=CC=CC1)(C=1C=CC=CC1)C=1C=CC=CC1 (Tetrakis(triphenylphosphine)palladium(0)). The product is FC1=CC=C(C=N1)C1=CC=2C=3N(CCOC2C=N1)C=C(N3)C3=NC=NN3C(C)C (10-(6-fluoropyridin-3-yl)-2-(1-isopropyl-1H-1,2,4-triazol-5-yl)-5,6-dihydroimidazo[1,2-d]pyrido[4,3-f][1,4]oxazepine). As a reaction SMILES: Cl[C:2]1[N:12]=[CH:11][C:10]2[O:9][CH2:8][CH2:7][N:6]3[CH:13]=[C:14]([C:16]4[N:20]([CH:21]([CH3:23])[CH3:22])[N:19]=[CH:18][N:17]=4)[N:15]=[C:5]3[C:4]=2[CH:3]=1.C(#N)C.O.C([O-])(=O)C.[K+].[F:33][C:34]1[CH:39]=[CH:38][C:37](B(O)O)=[CH:36][N:35]=1>C1C=CC([P]([Pd]([P](C2C=CC=CC=2)(C2C=CC=CC=2)C2C=CC=CC=2)([P](C2C=CC=CC=2)(C2C=CC=CC=2)C2C=CC=CC=2)[P](C2C=CC=CC=2)(C2C=CC=CC=2)C2C=CC=CC=2)(C2C=CC=CC=2)C2C=CC=CC=2)=CC=1>[F:33][C:34]1[N:35]=[CH:36][C:37]([C:2]2[N:12]=[CH:11][C:10]3[O:9][CH2:8][CH2:7][N:6]4[CH:13]=[C:14]([C:16]5[N:20]([CH:21]([CH3:23])[CH3:22])[N:19]=[CH:18][N:17]=5)[N:15]=[C:5]4[C:4]=3[CH:3]=2)=[CH:38][CH:39]=1 |f:3.4,^1:46,48,67,86|. Reported procedure: 10-Chloro-2-(1-isopropyl-1H-1,2,4-triazol-5-yl)-5,6-dihydroimidazo[1,2-d]pyrido[4,3-f][1,4]oxazepine (85.0 mg, 0.257 mmol) dissolved in Acetonitrile (2 mL, 50 mmol) and Water (2 mL, 100 mmol) with dissolved Potassium acetate (85.5 mg, 0.871 mmol). Degas by bubbling nitrogen for 5 min. 2-Fluoropyridine-5-boronic acid (47.1 mg, 0.334 mmol) was added, then Tetrakis(triphenylphosphine)palladium(0) (4.0E1 mg, 0.035 mmol). The reaction was microwaved at 145 C 35 min, cooled to RT, and extracted with e... Starting materials: C1CCOC1, CCCCCCC, CCc1ccccc1, CC=O, [Cl-], Fc1cccnc1, [NH4+], O. RXN SMILES: [CH2:13]1[O:14][CH2:15][CH2:16][CH2:17]1.[CH3:18][CH2:19][CH2:20][CH2:21][CH2:22][CH2:23][CH3:24].[CH3:25][CH2:26][c:27]1[cH:28][cH:29][cH:30][cH:31][cH:32]1.[CH:8]([CH3:9])=[O:10].[Cl-:11].[F:1][c:2]1[cH:3][n:4][cH:5][cH:6][cH:7]1.[NH4+:12].[OH2:33]>>[F:1][c:2]1[cH:3][n:4][cH:5][cH:6][c:7]1[CH:8]([CH3:9])[OH:10]. Yields the product CC(O)c1ccncc1F. The reactants are C1(=CC=CC=C1)S(=O)(=O)CC1=NNC(=N1)C=1OC=CC1 (3-benzenesulfonylmethyl-5-furan-2-yl-1H-[1,2,4]triazole), ClC=1C=CC(=NC1)C=CC#N (3-(5-chloro-pyridin-2-yl)-acrylonitrile). Product: ClC=1C=CC(=NC1)C1=CC=2N(C(=C1)N)N=C(N2)C=2OC=CC2 (7-(5-Chloro-pyridin-2-yl)-2-furan-2-yl-[1,2,4]triazolo[1,5-a]pyridin-5-ylamine). Reaction SMILES: C1(S([CH2:10][C:11]2[N:15]=[C:14]([C:16]3[O:17][CH:18]=[CH:19][CH:20]=3)[NH:13][N:12]=2)(=O)=O)C=CC=CC=1.[Cl:21][C:22]1[CH:23]=[CH:24][C:25]([CH:28]=[CH:29][C:30]#[N:31])=[N:26][CH:27]=1>>[Cl:21][C:22]1[CH:23]=[CH:24][C:25]([C:28]2[CH:29]=[C:30]([NH2:31])[N:12]3[N:13]=[C:14]([C:16]4[O:17][CH:18]=[CH:19][CH:20]=4)[N:15]=[C:11]3[CH:10]=2)=[N:26][CH:27]=1. Procedure details: The title compound, MS m/e (%): 312 (M+H+, 100), was prepared in accordance with the general method of example 1 from 3-benzenesulfonylmethyl-5-furan-2-yl-1H-[1,2,4]triazole and 3-(5-chloro-pyridin-2-yl)-acrylonitrile. Reactants: OC1=CC=C(NC(CCC)=O)C=C1 (4′-hydroxybutyranilide), CN(C(=O)Cl)C1=CC=CC=C1 (N-methyl-N-phenylcarbamoyl chloride), crude product. Procedure details: The title product was prepared from 4′-hydroxybutyranilide and N-methyl-N-phenylcarbamoyl chloride. The crude product was subjected to preparative HPLC (60%, white solid). HPLC-MS: m/z=313.2 (M+1); Rt: 3.58 min. As a reaction SMILES: [OH:1][C:2]1[CH:13]=[CH:12][C:5]([NH:6][C:7](=[O:11])[CH2:8][CH2:9][CH3:10])=[CH:4][CH:3]=1.[CH3:14][N:15]([C:19]1[CH:24]=[CH:23][CH:22]=[CH:21][CH:20]=1)[C:16](Cl)=[O:17]>>[C:7]([NH:6][C:5]1[CH:4]=[CH:3][C:2]([O:1][C:16](=[O:17])[N:15]([CH3:14])[C:19]2[CH:24]=[CH:23][CH:22]=[CH:21][CH:20]=2)=[CH:13][CH:12]=1)(=[O:11])[CH2:8][CH2:9][CH3:10]. Yields the product C(CCC)(=O)NC1=CC=C(C=C1)OC(N(C1=CC=CC=C1)C)=O (Methyl-phenyl-carbamic acid 4-butyrylamino-phenyl ester). Starting materials: CS(C)=O, OCc1nnc(-c2nnn(Cc3cc(C(F)(F)F)cc(C(F)(F)F)c3)c2-c2ccccc2)n1Cc1ccccc1Cl, O, O=S(=O)=O, c1ccncc1. Yields the product O=Cc1nnc(-c2nnn(Cc3cc(C(F)(F)F)cc(C(F)(F)F)c3)c2-c2ccccc2)n1Cc1ccccc1Cl. RXN SMILES: [CH3:53][S:54]([CH3:55])=[O:56].[F:1][C:2]([c:3]1[cH:4][c:5]([CH2:6][n:7]2[n:8][n:9][c:10](-[c:18]3[n:19]([CH2:25][c:26]4[c:27]([Cl:32])[cH:28][cH:29][cH:30][cH:31]4)[c:20]([CH2:23][OH:24])[n:21][n:22]3)[c:11]2-[c:12]2[cH:13][cH:14][cH:15][cH:16][cH:17]2)[cH:33][c:34]([C:36]([F:37])([F:38])[F:39])[cH:35]1)([F:40])[F:41].[OH2:52].[S:48](=[O:49])(=[O:50])=[O:51].[n:42]1[cH:43][cH:44][cH:45][cH:46][cH:47]1>>[F:1][C:2]([c:3]1[cH:4][c:5]([CH2:6][n:7]2[n:8][n:9][c:10](-[c:18]3[n:19]([CH2:25][c:26]4[c:27]([Cl:32])[cH:28][cH:29][cH:30][cH:31]4)[c:20]([CH:23]=[O:24])[n:21][n:22]3)[c:11]2-[c:12]2[cH:13][cH:14][cH:15][cH:16][cH:17]2)[cH:33][c:34]([C:36]([F:37])([F:38])[F:39])[cH:35]1)([F:40])[F:41]. Starting materials: N#Cc1cccc(C(=O)O)c1, CN(C)C=O, O=C(Cl)C(=O)Cl, CC(=O)Nc1nc2ccc(Oc3cccc(N)c3)cc2s1, C1CCOC1. Product: CC(=O)Nc1nc2ccc(Oc3cccc(NC(=O)c4cccc(C#N)c4)c3)cc2s1. As a reaction SMILES: [C:22](#[N:23])[c:24]1[cH:25][c:26]([C:27](=[O:28])[OH:29])[cH:30][cH:31][cH:32]1.[CH3:44][N:45]([CH3:46])[CH:47]=[O:48].[Cl:38][C:39]([C:40]([Cl:41])=[O:42])=[O:43].[NH2:1][c:2]1[cH:3][c:4]([O:5][c:6]2[cH:7][c:8]3[c:9]([n:10][c:11]([NH:13][C:14]([CH3:15])=[O:16])[s:12]3)[cH:17][cH:18]2)[cH:19][cH:20][cH:21]1.[O:33]1[CH2:34][CH2:35][CH2:36][CH2:37]1>>[NH:1]([c:2]1[cH:3][c:4]([O:5][c:6]2[cH:7][c:8]3[c:9]([n:10][c:11]([NH:13][C:14]([CH3:15])=[O:16])[s:12]3)[cH:17][cH:18]2)[cH:19][cH:20][cH:21]1)[C:27]([c:26]1[cH:25][c:24]([C:22]#[N:23])[cH:32][cH:31][cH:30]1)=[O:28]. The solvent is C(C)O (ethanol), C(C)N(CC)CC (triethylamine). Conditions: temperature 80 celsius. Product: C(C)(=O)N1CCN(CC1)N=CC1=CC=C(C=C1)F (1-acetyl-4-(4-fluorobenzylidene)aminopiperazine). RXN SMILES: Cl.Cl.[C:3]([N:6]1[CH2:11][CH2:10][N:9]([NH2:12])[CH2:8][CH2:7]1)(=[O:5])[CH3:4].[F:13][C:14]1[CH:21]=[CH:20][C:17]([CH:18]=O)=[CH:16][CH:15]=1>C(O)C.C(N(CC)CC)C>[C:3]([N:6]1[CH2:11][CH2:10][N:9]([N:12]=[CH:18][C:17]2[CH:20]=[CH:21][C:14]([F:13])=[CH:15][CH:16]=2)[CH2:8][CH2:7]1)(=[O:5])[CH3:4] |f:0.1.2|. Starting materials: Cl.Cl.C(C)(=O)N1CCN(CC1)N (1-acetyl-4-aminopiperazine dihydrochloride), FC1=CC=C(C=O)C=C1 (p-fluorobenzaldehyde). Reported procedure: To a solution of 1-acetyl-4-aminopiperazine dihydrochloride (300 mg) in ethanol (10 ml) and triethylamine (0.78 ml) was added p-fluorobenzaldehyde (0.164 ml), and the mixture was heated at 80° C. for 2 hours. After removal of the solvent in vacuo, the residue was triturated with ethyl acetate and water. The organic layer was separated, dried over magnesium sulfate, and concentrated. The residue was crystallized from diisopropyl ether to give 1-acetyl-4-(4-fluorobenzylidene)aminopiperazine (0.15 ...